Dataset: the Open Reaction Database (ORD), a public repository of structured organic reaction records. Task: describe an organic reaction: reactants, conditions, products, and yield Reactants: [N+](=[N-])=C1[C@@H]2CC[C@H]3[C@@H]4CC[C@H]([C@H](CO)C)[C@]4(CC[C@@H]3[C@]2(CCC1=O)C)C ((5α,20R)-4-diazo-21-hydroxy-20-methyl-pregnane-3-one), [Cr](=O)(=O)([O-])Cl.[NH+]1=CC=CC=C1 (pyridinium chlorochromate). Run in CCOCC (ether), ClCCl (dichloromethane). Conditions: time 16 hour. Yields the product [N+](=[N-])=C1[C@@H]2CC[C@H]3[C@@H]4CC[C@H]([C@@H](C)C=O)[C@]4(CC[C@@H]3[C@]2(CCC1=O)C)C ((5α,20R)-4-diazo-3-oxopregnane-20-carboxaldehyde). Reaction SMILES: [N+:1](=[C:3]1[C:23](=[O:24])[CH2:22][CH2:21][C@@:20]2([CH3:25])[C@H:4]1[CH2:5][CH2:6][C@@H:7]1[C@@H:19]2[CH2:18][CH2:17][C@@:16]2([CH3:26])[C@H:8]1[CH2:9][CH2:10][C@@H:11]2[C@@H:12]([CH3:15])[CH2:13][OH:14])=[N-:2].[Cr](Cl)([O-])(=O)=O.[NH+]1C=CC=CC=1>ClCCl.CCOCC>[N+:1](=[C:3]1[C:23](=[O:24])[CH2:22][CH2:21][C@@:20]2([CH3:25])[C@H:4]1[CH2:5][CH2:6][C@@H:7]1[C@@H:19]2[CH2:18][CH2:17][C@@:16]2([CH3:26])[C@H:8]1[CH2:9][CH2:10][C@@H:11]2[C@H:12]([CH:13]=[O:14])[CH3:15])=[N-:2] |f:1.2|. Procedure details: To 60 mg of (5α,20R)-4-diazo-21-hydroxy-20-methyl-pregnane-3-one in 5 ml of dichloromethane is added 60 mg of pyridinium chlorochromate and the mixture is stirred for 16 hours at room temperature. It is then diluted with ether and filtered through a small column of silica gel in ether. Evaporation of the solvent leaves a solid which is recrystallized from ether to give (5α,20R)-4-diazo-3-oxopregnane-20-carboxaldehyde which melts with decomposition. Starting materials: C(=O)([O-])[O-].[K+].[K+] (K2CO3), Cl(=O)(=O)(=O)O (perchloric acid), COC1=CC=C(CCN2CC3C[Se]CC(C2)C3=O)C=C1 (7-p-methoxyphenethyl-3-selena-7-azabicyclo[3.3.1]nonan-9-one), NN (hydrazine), [OH-].[K+] (potassium hydroxide). Run in C=1(C(=CC=CC1)C)C (xylene), CCOCC (ether), C(COCCOCCO)O (triethylene glycol). Reaction conditions: time 3 hour. The product is COC1=CC=C(CCN2CC3C[Se]CC(C2)C3)C=C1 (7-p-methoxyphenethyl-3-selena-7-azabicyclo[3.3.1]nonane). Isolated yield 93.1%. As a reaction SMILES: [CH3:1][O:2][C:3]1[CH:20]=[CH:19][C:6]([CH2:7][CH2:8][N:9]2[CH2:16][CH:15]3[C:17](=O)[CH:11]([CH2:12][Se:13][CH2:14]3)[CH2:10]2)=[CH:5][CH:4]=1.NN.[OH-].[K+].C([O-])([O-])=O.[K+].[K+].Cl(O)(=O)(=O)=O>C(O)COCCOCCO.CCOCC.C1(C)C(C)=CC=CC=1>[CH3:1][O:2][C:3]1[CH:4]=[CH:5][C:6]([CH2:7][CH2:8][N:9]2[CH2:10][CH:11]3[CH2:17][CH:15]([CH2:14][Se:13][CH2:12]3)[CH2:16]2)=[CH:19][CH:20]=1 |f:2.3,4.5.6|. Reported procedure: A jacketed flask equipped for simple distillation was charged with a suspension of 7-p-methoxyphenethyl-3-selena-7-azabicyclo[3.3.1]nonan-9-one (0.65 g, 1.92 mmol), hydrazine (95%, 1.00 g, 29.7 mmol), and potassium hydroxide (85%, 3.0 g, 45.5 mmol) in triethylene glycol (25 mL). Under a rapid stream of nitrogen, the suspension was heated to 140°-145° C. by boiling xylene in the jacket of the flask. Stirring was continued at this temperature for 3 hours during which time a small amount of water a... The reactants are C=CCBr, CN(C)C=O, CCOC(C)=O, Cl, [Na+], [Na+], O=C([O-])[O-], O, OC1(c2cccc3[nH]ccc23)CCCNC1. The product is C=CCN1CCCC(O)(c2cccc3[nH]ccc23)C1. Reaction SMILES: [CH2:7]([CH:8]=[CH2:9])[Br:10].[CH3:29][N:30]([CH3:31])[CH:32]=[O:33].[CH3:34][CH2:35][O:36][C:37](=[O:38])[CH3:39].[ClH:11].[Na+:1].[Na+:2].[O-:3][C:4](=[O:5])[O-:6].[OH2:28].[nH:12]1[cH:13][cH:14][c:15]2[c:16]([C:21]3([OH:27])[CH2:22][NH:23][CH2:24][CH2:25][CH2:26]3)[cH:17][cH:18][cH:19][c:20]12>>[CH2:7]([CH:8]=[CH2:9])[N:23]1[CH2:22][C:21]([c:16]2[c:15]3[cH:14][cH:13][nH:12][c:20]3[cH:19][cH:18][cH:17]2)([OH:27])[CH2:26][CH2:25][CH2:24]1. Yields the product BrC(/C=C/C(=O)N1CCN(CC1)C1=CC=NC2=CC=CC=C12)C ((E)-4-Bromo-1-[4-(4-quinolyl)piperazin-1-yl]pent-2-en-1-one). Reaction conditions: time 10 minute. Reactants: TEA, N1(CCNCC1)C1=CC=NC2=CC=CC=C12 (4-piperazin-1-ylquinoline), BrC(/C=C/C(=O)Cl)C ((E)-4-bromopent-2-enoyl chloride). Procedure details: 4-piperazin-1-ylquinoline (21.3 mg, 0.1 mmol) was dissolved in anhydrous dichloromethane (0.5 ml), TEA (20.9 μl, 1.5 mmol) followed by (E)-4-bromopent-2-enoyl chloride (29.6 mg, 0.15 mmol) were added, the mixture was shaken for 10 minutes, diluted with dichloromethane, washed with 5% sodium bicarbonate solution, water and the organic phase was evaporated to dryness under reduced pressure. The residue was purified by preparative HPLC (gradient of water containing 0.1% NH3 and acetonitrile) to yie... The yield is 19.0%. RXN SMILES: [N:1]1([C:7]2[C:16]3[C:11](=[CH:12][CH:13]=[CH:14][CH:15]=3)[N:10]=[CH:9][CH:8]=2)[CH2:6][CH2:5][NH:4][CH2:3][CH2:2]1.[Br:17][CH:18]([CH3:24])/[CH:19]=[CH:20]/[C:21](Cl)=[O:22]>ClCCl>[Br:17][CH:18]([CH3:24])/[CH:19]=[CH:20]/[C:21]([N:4]1[CH2:5][CH2:6][N:1]([C:7]2[C:16]3[C:11](=[CH:12][CH:13]=[CH:14][CH:15]=3)[N:10]=[CH:9][CH:8]=2)[CH2:2][CH2:3]1)=[O:22]. The solvent is ClCCl (dichloromethane), ClCCl (dichloromethane).